This data is from the Open Reaction Database (ORD), a public repository of structured organic reaction records. The task is: describe an organic reaction: reactants, conditions, products, and yield The reactants are CC(=O)O[BH-](OC(C)=O)OC(C)=O, C=O, Cc1cc2c(s1)Nc1ccccc1N=C2N1CCNC(CCc2ccc(Cl)cc2)C1, ClCCCl, [Na+]. Yields the product Cc1cc2c(s1)Nc1ccccc1N=C2N1CCN(C)C(CCc2ccc(Cl)cc2)C1. As a reaction SMILES: [C:33]([O:34][BH-:35]([O:36][C:37](=[O:38])[CH3:39])[O:40][C:41](=[O:42])[CH3:43])(=[O:44])[CH3:45].[CH2:31]=[O:32].[Cl:1][c:2]1[cH:3][cH:4][c:5]([CH2:8][CH2:9][CH:10]2[CH2:11][N:12]([C:16]3=[N:17][c:18]4[c:19]([cH:27][cH:28][cH:29][cH:30]4)[NH:20][c:21]4[s:22][c:23]([CH3:26])[cH:24][c:25]43)[CH2:13][CH2:14][NH:15]2)[cH:6][cH:7]1.[Cl:47][CH2:48][CH2:49][Cl:50].[Na+:46]>>[Cl:1][c:2]1[cH:3][cH:4][c:5]([CH2:8][CH2:9][CH:10]2[CH2:11][N:12]([C:16]3=[N:17][c:18]4[c:19]([cH:27][cH:28][cH:29][cH:30]4)[NH:20][c:21]4[s:22][c:23]([CH3:26])[cH:24][c:25]43)[CH2:13][CH2:14][N:15]2[CH3:33])[cH:6][cH:7]1. The reactants are CC(C)C(=O)Nc1cccc(C2CCNCC2)c1, OCCCc1ccncc1. Yields the product CC(C)C(=O)Nc1cccc(C2CCN(CCCc3ccncc3)CC2)c1. RXN SMILES: [CH3:11][CH:12]([C:13](=[O:14])[NH:15][c:16]1[cH:17][c:18]([CH:22]2[CH2:23][CH2:24][NH:25][CH2:26][CH2:27]2)[cH:19][cH:20][cH:21]1)[CH3:28].[n:1]1[cH:2][cH:3][c:4]([CH2:7][CH2:8][CH2:9][OH:10])[cH:5][cH:6]1>>[n:1]1[cH:2][cH:3][c:4]([CH2:7][CH2:8][CH2:9][N:25]2[CH2:24][CH2:23][CH:22]([c:18]3[cH:17][c:16]([NH:15][C:13]([CH:12]([CH3:11])[CH3:28])=[O:14])[cH:21][cH:20][cH:19]3)[CH2:27][CH2:26]2)[cH:5][cH:6]1.